The task is: describe an organic reaction: reactants, conditions, products, and yield. This data is from the Open Reaction Database (ORD), a public repository of structured organic reaction records. Starting materials: CS(=O)(=O)Cl, ClCCl, c1ccncc1, Nc1cccc2cc[nH]c12. Product: CS(=O)(=O)Nc1cccc2cc[nH]c12. As a reaction SMILES: [CH3:17][S:18]([Cl:19])(=[O:20])=[O:21].[Cl:22][CH2:23][Cl:24].[cH:11]1[cH:12][cH:13][n:14][cH:15][cH:16]1.[nH:1]1[cH:2][cH:3][c:4]2[cH:5][cH:6][cH:7][c:8]([NH2:10])[c:9]12>>[nH:1]1[cH:2][cH:3][c:4]2[cH:5][cH:6][cH:7][c:8]([NH:10][S:18]([CH3:17])(=[O:20])=[O:21])[c:9]12. The reactants are CCCCCCC1(CCCCCC)c2cc(Br)ccc2-c2ccc(Br)cc21, CCCC[Sn](CCCC)(CCCC)c1cccs1, CCO, Cc1ccccc1, [Na+], [Na+], O=C([O-])[O-], c1ccc(P(c2ccccc2)(c2ccccc2)[Pd](P(c2ccccc2)(c2ccccc2)c2ccccc2)(P(c2ccccc2)(c2ccccc2)c2ccccc2)P(c2ccccc2)(c2ccccc2)c2ccccc2)cc1. Yields the product CCCCCCC1(CCCCCC)c2cc(Br)ccc2-c2ccc(-c3cccs3)cc21. As a reaction SMILES: [Br:1][c:2]1[cH:3][c:4]2[c:12]([cH:13][cH:14]1)-[c:11]1[c:6]([cH:7][c:8]([Br:15])[cH:9][cH:10]1)[C:5]2([CH2:16][CH2:17][CH2:18][CH2:19][CH2:20][CH3:21])[CH2:22][CH2:23][CH2:24][CH2:25][CH2:26][CH3:27].[CH2:28]([Sn:29]([CH2:30][CH2:31][CH2:32][CH3:38])([c:33]1[s:34][cH:35][cH:36][cH:37]1)[CH2:39][CH2:40][CH2:41][CH3:42])[CH2:43][CH2:44][CH3:45].[CH3:136][CH2:137][OH:138].[CH3:52][c:53]1[cH:54][cH:55][cH:56][cH:57][cH:58]1.[Na+:46].[Na+:47].[O-:48][C:49](=[O:50])[O-:51].[cH:59]1[cH:60][cH:61][c:62]([P:63]([Pd:64]([P:65]([c:66]2[cH:67][cH:68][cH:69][cH:70][cH:71]2)([c:72]2[cH:73][cH:74][cH:75][cH:76][cH:77]2)[c:78]2[cH:79][cH:80][cH:81][cH:82][cH:83]2)([P:84]([c:85]2[cH:86][cH:87][cH:88][cH:89][cH:90]2)([c:91]2[cH:92][cH:93][cH:94][cH:95][cH:96]2)[c:97]2[cH:98][cH:99][cH:100][cH:101][cH:102]2)[P:103]([c:104]2[cH:105][cH:106][cH:107][cH:108][cH:109]2)([c:110]2[cH:111][cH:112][cH:113][cH:114][cH:115]2)[c:116]2[cH:117][cH:118][cH:119][cH:120][cH:121]2)([c:122]2[cH:123][cH:124][cH:125][cH:126][cH:127]2)[c:128]2[cH:129][cH:130][cH:131][cH:132][cH:133]2)[cH:134][cH:135]1>>[Br:1][c:2]1[cH:3][c:4]2[c:12]([cH:13][cH:14]1)-[c:11]1[c:6]([cH:7][c:8](-[c:33]3[s:34][cH:35][cH:36][cH:37]3)[cH:9][cH:10]1)[C:5]2([CH2:16][CH2:17][CH2:18][CH2:19][CH2:20][CH3:21])[CH2:22][CH2:23][CH2:24][CH2:25][CH2:26][CH3:27]. The reactants are COC(=O)C=CC1=CC=C(OCC(C)NCC(O)C2=CC(=CC=C2)Cl)C=C1 (2-{2-[4-(2-methoxycarbonylethenyl)phenoxy]-1-methylethyl}amino-1-(3-chlorophenyl)ethanol). Run in CO (methanol). Reaction conditions: time 3 hour. Yields the product COC(=O)CCC1=CC=C(OCC(C)NCC(O)C2=CC=CC=C2)C=C1 (2-{2-[4-(2-Methoxycarbonylethyl)phenoxy]-1-methylethyl}amino-1-phenylethanol). Isolated yield 59.5%. As a reaction SMILES: [CH3:1][O:2][C:3]([CH:5]=[CH:6][C:7]1[CH:27]=[CH:26][C:10]([O:11][CH2:12][CH:13]([NH:15][CH2:16][CH:17]([C:19]2[CH:24]=[CH:23][CH:22]=[C:21](Cl)[CH:20]=2)[OH:18])[CH3:14])=[CH:9][CH:8]=1)=[O:4]>CO>[CH3:1][O:2][C:3]([CH2:5][CH2:6][C:7]1[CH:27]=[CH:26][C:10]([O:11][CH2:12][CH:13]([NH:15][CH2:16][CH:17]([C:19]2[CH:20]=[CH:21][CH:22]=[CH:23][CH:24]=2)[OH:18])[CH3:14])=[CH:9][CH:8]=1)=[O:4]. Reported procedure: 2.2 g of 2-{2-[4-(2-methoxycarbonylethenyl)phenoxy]-1-methylethyl}amino-1-(3-chlorophenyl)ethanol (prepared as described in Preparation 53) were dissolved in 200 ml of methanol and hydrogenated by bubbling hydrogen through the solution at atmospheric pressure and at room temperature in the presence of 0.5 g of 10% w/w palladium-on-charcoal for 3 hours. The catalyst was removed by filtration, and the filtrate was concentrated by evaporation under reduced pressure. The concentrate was dissolved in... Starting materials: NC1=C(C(=C(C=C1)C(=O)N1CCOCC1)F)OC ((4-amino-2-fluoro-3-methoxyphenyl)(morpholino)methanone), ClC1=NC=C(C(=N1)NC)C(F)(F)F (2-chloro-N-methyl-5-(trifluoromethyl)pyrimidin-4-amine), C(=O)(C(F)(F)F)O (TFA). Run in COCCO (2-methoxyethanol). Reaction conditions: temperature 95 celsius, time 2 hour. Yields the product FC1=C(C=CC(=C1OC)NC1=NC=C(C(=N1)NC)C(F)(F)F)C(=O)N1CCOCC1 ((2-fluoro-3-methoxy-4-(4-(methylamino)-5-(trifluoromethyl)pyrimidin-2-ylamino)phenyl)(morpholino)methanone). RXN SMILES: [NH2:1][C:2]1[CH:7]=[CH:6][C:5]([C:8]([N:10]2[CH2:15][CH2:14][O:13][CH2:12][CH2:11]2)=[O:9])=[C:4]([F:16])[C:3]=1[O:17][CH3:18].Cl[C:20]1[N:25]=[C:24]([NH:26][CH3:27])[C:23]([C:28]([F:31])([F:30])[F:29])=[CH:22][N:21]=1.C(O)(C(F)(F)F)=O>COCCO>[F:16][C:4]1[C:3]([O:17][CH3:18])=[C:2]([NH:1][C:20]2[N:25]=[C:24]([NH:26][CH3:27])[C:23]([C:28]([F:31])([F:29])[F:30])=[CH:22][N:21]=2)[CH:7]=[CH:6][C:5]=1[C:8]([N:10]1[CH2:11][CH2:12][O:13][CH2:14][CH2:15]1)=[O:9]. Procedure: A mixture of (4-amino-2-fluoro-3-methoxyphenyl)(morpholino)methanone (0.18 g, 0.72 mmol) and 2-chloro-N-methyl-5-(trifluoromethyl)pyrimidin-4-amine (0.10 g, 0.47 mmol) in a solution of 2-methoxyethanol (2 mL) and TFA (0.055 mL) was stirred at 95° C. for 2 hours. The reaction was concentrated and purified by reverse phase HPLC to give the title compound. Additional compounds made using the above procedure are shown in Table 6 below. Starting materials: C1(CCCC1)C(C#CC1=CC(=C(C=C1)C1(CCC1)C#N)F)(CC=1OC(OC(C1)=O)(C)C)O (1-{4-[3-Cyclopentyl-4-(2,2-dimethyl-6-oxo-6H-[1,3]dioxin-4-yl)-3-hydroxy-but-1-ynyl]-2-fluoro-phenyl}-cyclobutanecarbonitrile), BrC1=CC(=C(C=C1)C(C#N)C)F (2-(4-bromo-2-fluoro-phenyl)-propionitrile), BrC1=CC(=C(C=C1)C1(CCC1)C#N)F (1-(4-bromo-2-fluoro-phenyl)-cyclobutanecarbonitrile). Yields the product C1(CCCC1)C(C#CC1=CC(=C(C=C1)C(C#N)C)F)(CC=1OC(OC(C1)=O)(C)C)O (2-{4-[3-Cyclopentyl-4-(2,2-dimethyl-6-oxo-6H-[1,3]dioxin-4-yl)-3-hydroxy-but-1-ynyl]-2-fluoro-phenyl}-propionitrile). As a reaction SMILES: [CH:1]1([C:6]([OH:32])([CH2:22][C:23]2[O:24][C:25]([CH3:31])([CH3:30])[O:26][C:27](=[O:29])[CH:28]=2)[C:7]#[C:8][C:9]2[CH:14]=[CH:13][C:12]([C:15]3([C:19]#[N:20])CC[CH2:16]3)=[C:11]([F:21])[CH:10]=2)[CH2:5][CH2:4][CH2:3][CH2:2]1.BrC1C=CC(C(C)C#N)=C(F)C=1.BrC1C=CC(C2(C#N)CCC2)=C(F)C=1>>[CH:1]1([C:6]([OH:32])([CH2:22][C:23]2[O:24][C:25]([CH3:31])([CH3:30])[O:26][C:27](=[O:29])[CH:28]=2)[C:7]#[C:8][C:9]2[CH:14]=[CH:13][C:12]([CH:15]([CH3:16])[C:19]#[N:20])=[C:11]([F:21])[CH:10]=2)[CH2:5][CH2:4][CH2:3][CH2:2]1. Procedure details: The title compound was prepared analogously to 1-{4-[3-Cyclopentyl-4-(2,2-dimethyl-6-oxo-6H-[1,3]dioxin-4-yl)-3-hydroxy-but-1-ynyl]-2-fluoro-phenyl}-cyclobutanecarbonitrile in step 3 of example A(236) substituting 2-(4-bromo-2-fluoro-phenyl)-propionitrile from step 1 below in place of 1-(4-bromo-2-fluoro-phenyl)-cyclobutanecarbonitrile. MS (ESI): 437.0 (M+H+). Reactants: C(CCCCCCCCCCCCCCC)SCC(COC(C1=CC=CC=C1)(C1=CC=CC=C1)C1=CC=CC=C1)N1N=C(N=N1)C (1-hexadecylthio-2-(5-methyl-2H-tetrazol-2-yl)-3-triphenylmethoxypropane), title compound V, C(CCCCCCCCCCCCCCC)SCC(CO)N1N=NN=C1C (3-hexadecylthio-2-(5-methyl-1H-tetrazol-1-yl)propanol), O.C1(=CC=C(C=C1)S(=O)(=O)O)C (p-toluene sulfonic acid monohydrate), CC=1N=NN(N1)C(CO)COC(C1=CC=CC=C1)(C1=CC=CC=C1)C1=CC=CC=C1 (2-(5-methyl-2H-tetrazol-2-yl)-3-triphenylmethoxypropanol). Yields the product C(CCCCCCCCCCCCCCC)SCC(CO)N1N=C(N=N1)C (3-hexadecylthio-2-(5-methyl-2H-tetrazol-2-yl)propanol). As a reaction SMILES: [CH2:1]([S:17][CH2:18][CH:19]([N:41]1[N:45]=[N:44][C:43]([CH3:46])=[N:42]1)[CH2:20][O:21]C(C1C=CC=CC=1)(C1C=CC=CC=1)C1C=CC=CC=1)[CH2:2][CH2:3][CH2:4][CH2:5][CH2:6][CH2:7][CH2:8][CH2:9][CH2:10][CH2:11][CH2:12][CH2:13][CH2:14][CH2:15][CH3:16].O.C1(C)C=CC(S(O)(=O)=O)=CC=1.CC1N=NN(C(COC(C2C=CC=CC=2)(C2C=CC=CC=2)C2C=CC=CC=2)CO)N=1.C(SCC(N1C(C)=NN=N1)CO)CCCCCCCCCCCCCCC>>[CH2:1]([S:17][CH2:18][CH:19]([N:41]1[N:45]=[N:44][C:43]([CH3:46])=[N:42]1)[CH2:20][OH:21])[CH2:2][CH2:3][CH2:4][CH2:5][CH2:6][CH2:7][CH2:8][CH2:9][CH2:10][CH2:11][CH2:12][CH2:13][CH2:14][CH2:15][CH3:16] |f:1.2|. Procedure details: Using 10.2 g of crude 1-hexadecylthio-2-(5-methyl-2H-tetrazol-2-yl)-3-triphenylmethoxypropane 5h and 500 mg (2.6 mM) of p-toluene sulfonic acid monohydrate in 200 ml of methanoltetrahydrofurane (1:1) mixture is converted to 3.17 g (49% from the compound 4h) of the title compound V h1 by the same procedure as described in (81). The reactants are CN1CCNCC1, CO, CC(Cl)C(=O)c1c(C(C)C)nn2ccccc12, [I-], [Na+]. The product is CC(C)c1nn2ccccc2c1C(=O)C(C)N1CCN(C)CC1, Cl. RXN SMILES: [CH3:18][N:19]1[CH2:20][CH2:21][NH:22][CH2:23][CH2:24]1.[CH3:27][OH:28].[Cl:1][CH:2]([C:3](=[O:4])[c:5]1[c:6]([CH:14]([CH3:15])[CH3:16])[n:7][n:8]2[c:9]1[cH:10][cH:11][cH:12][cH:13]2)[CH3:17].[I-:25].[Na+:26]>>[CH:2]([C:3](=[O:4])[c:5]1[c:6]([CH:14]([CH3:15])[CH3:16])[n:7][n:8]2[c:9]1[cH:10][cH:11][cH:12][cH:13]2)([CH3:17])[N:22]1[CH2:21][CH2:20][N:19]([CH3:18])[CH2:24][CH2:23]1.[ClH:1]. Reactants: C1(CC1)N1C=C(C(C2=CC=C(C(=C12)OC(F)F)C=1C=C2CN([C@@H](C2=CC1)C)C(C(C)(C)C)=O)=O)C(=O)OCC (ethyl (R)-1-cyclopropyl-8-difluoromethoxy-7-[2-(2,2-dimethylpropanoyl)-1-methyl-2,3-dihydro-1H-5-isoindolyl]-4-oxo-1,4-dihydro-3-quinolinecarboxylate), O (water), solvent. Run in Cl (hydrochloric acid). Yields the product O.C1(CC1)N1C=C(C(C2=CC=C(C(=C12)OC(F)F)C=1C=C2CN[C@@H](C2=CC1)C)=O)C(=O)O ((R)-1-cyclopropyl-8-difluoromethoxy-7-(1-methyl-2,3-dihydro-1H-5-isoindolyl)-4-oxo-1,4-dihydro-3-quinolinecarboxylic acid monohydrate). The yield is 182.1%. RXN SMILES: [CH:1]1([N:4]2[C:13]3[C:8](=[CH:9][CH:10]=[C:11]([C:18]4[CH:19]=[C:20]5[C:24](=[CH:25][CH:26]=4)[C@@H:23]([CH3:27])[N:22](C(=O)C(C)(C)C)[CH2:21]5)[C:12]=3[O:14][CH:15]([F:17])[F:16])[C:7](=[O:34])[C:6]([C:35]([O:37]CC)=[O:36])=[CH:5]2)[CH2:3][CH2:2]1.O>Cl>[OH2:14].[CH:1]1([N:4]2[C:13]3[C:8](=[CH:9][CH:10]=[C:11]([C:18]4[CH:19]=[C:20]5[C:24](=[CH:25][CH:26]=4)[C@@H:23]([CH3:27])[NH:22][CH2:21]5)[C:12]=3[O:14][CH:15]([F:17])[F:16])[C:7](=[O:34])[C:6]([C:35]([OH:37])=[O:36])=[CH:5]2)[CH2:3][CH2:2]1 |f:3.4|. Procedure: In 68 ml of conc. hydrochloric acid is suspended 34 g of ethyl (R)-1-cyclopropyl-8-difluoromethoxy-7-[2-(2,2-dimethylpropanoyl)-1-methyl-2,3-dihydro-1H-5-isoindolyl]-4-oxo-1,4-dihydro-3-quinolinecarboxylate, and the suspension is heated under reflux for 3 hours, after which 340 ml of water is added to the resulting mixture and 170 ml of the solvent is removed from the mixture by distillation under atmospheric pressure over 3 hours. The reaction mixture is cooled and thereafter 17 ml of ethanol i... Product: [N+](=O)([O-])C1=C(C=CC=C1)S(=O)(=O)N1CC=2N(CC1)N=C(C2)C(=O)OCC (ethyl 5-(2-nitrophenylsulfonyl)-4,5,6,7-tetrahydropyrazolo[1,5-a]pyrazine-2-carboxylate), solid. Reaction SMILES: Cl[CH2:2][CH2:3][N:4]([CH2:17][C:18]#[CH:19])[S:5]([C:8]1[CH:13]=[CH:12][CH:11]=[CH:10][C:9]=1[N+:14]([O-:16])=[O:15])(=[O:7])=[O:6].[N+:20](=[CH:22][C:23]([O:25][CH2:26][CH3:27])=[O:24])=[N-:21].C(=O)([O-])[O-].[Cs+].[Cs+].O1CCCC1>C1C=CC=CC=1>[N+:14]([C:9]1[CH:10]=[CH:11][CH:12]=[CH:13][C:8]=1[S:5]([N:4]1[CH2:3][CH2:2][N:21]2[N:20]=[C:22]([C:23]([O:25][CH2:26][CH3:27])=[O:24])[CH:19]=[C:18]2[CH2:17]1)(=[O:7])=[O:6])([O-:16])=[O:15] |f:2.3.4|. Yield: 37.0%. Procedure: A solution of N-(2-chloroethyl)-2-nitro-N-(prop-2-yn-1-yl)benzenesulfonamide (0.51 g, 1.69 mmol and ethyl diazoacetate (0.266 mL, 2.532 mmol) in benzene (2 mL) was heated in a microwave reactor at 140° C. for 1 hour. Upon cooling to room temperature, cesium carbonate (0.637 g, 1.95 mmol) along with tetrahydrofuran (1 mL) was added. The vial was again sealed and heated at 140° C. for 30 minutes in the microwave reactor. Upon cooling to room temperature, the solvents were then evaporated in vacuo ... The solvent is C1=CC=CC=C1 (benzene). Reactants: C([O-])([O-])=O.[Cs+].[Cs+] (cesium carbonate), O1CCCC1 (tetrahydrofuran), ClCCN(S(=O)(=O)C1=C(C=CC=C1)[N+](=O)[O-])CC#C (N-(2-chloroethyl)-2-nitro-N-(prop-2-yn-1-yl)benzenesulfonamide), [N+](=[N-])=CC(=O)OCC (ethyl diazoacetate).